Dataset: the Open Reaction Database (ORD), a public repository of structured organic reaction records. Task: describe an organic reaction: reactants, conditions, products, and yield Reactants: [C-]#N.[Na+] (NaCN), ClCC1=CC=C(C=C1)CCCCl (1-(4-chloromethylphenyl)3-chloropropane). The solvent is C(C)O (ethanol). Yields the product ClCCCC1=CC=C(CC#N)C=C1 (4-(3-Chloropropyl)benzylcyanide). RXN SMILES: [C-:1]#[N:2].[Na+].Cl[CH2:5][C:6]1[CH:11]=[CH:10][C:9]([CH2:12][CH2:13][CH2:14][Cl:15])=[CH:8][CH:7]=1>C(O)C>[Cl:15][CH2:14][CH2:13][CH2:12][C:9]1[CH:10]=[CH:11][C:6]([CH2:5][C:1]#[N:2])=[CH:7][CH:8]=1 |f:0.1|. Procedure details: In a 100 ml of round bottomed two-necked flask 4.4 g of NaCN, 18.2 g of 1-(4-chloromethylphenyl)3-chloropropane and 44.8 ml of 90% ethanol are added and boiled at reflux for 5 hours. The feedstock is cooled to room temperature and the precipitate is filtered by suction. The filtrate is concentrated by evaporation. The residue is absorbed in 700 ml of diethyl ether, washed to neutrality with 2×250 ml of distilled water and dried with sodium sulfate. The solution is evaporated to dryness in a rota... The reactants are FS(=O)(=O)O.C(C)OC1=C(C(=N)N)C=CC=C1 (2-ethoxybenzamidine fluorosulfonate), C(C)OC=C(C(=O)OCC)C(=O)OCC (diethyl ethoxymethylenemalonate), [O-]CC.[Na+] (sodium ethoxide), [Na] (sodium). The solvent is C(C)(=O)O (acetic acid), C(C)O (ethanol), C(C)O (ethanol), O (water), C(C)O (ethanol). Yields the product O=C1C(=CN=C(N1)C1=C(C=CC=C1)OCC)C(=O)OCC (Ethyl 1,6-dihydro-6-oxo-2-(2-ethoxyphenyl)pyrimidine-5-carboxylate). Isolated yield 97.3%. RXN SMILES: [O-]CC.[Na+].[Na].FS(O)(=O)=O.[CH2:11]([O:13][C:14]1[CH:22]=[CH:21][CH:20]=[CH:19][C:15]=1[C:16]([NH2:18])=[NH:17])[CH3:12].C([O:25][CH:26]=[C:27]([C:33](OCC)=O)[C:28]([O:30][CH2:31][CH3:32])=[O:29])C>C(O)C.C(O)(=O)C.O>[O:25]=[C:26]1[NH:18][C:16]([C:15]2[CH:19]=[CH:20][CH:21]=[CH:22][C:14]=2[O:13][CH2:11][CH3:12])=[N:17][CH:33]=[C:27]1[C:28]([O:30][CH2:31][CH3:32])=[O:29] |f:0.1,3.4,^1:4|. Reported procedure: To a solution of sodium ethoxide at 18° prepared from sodium (41 g., 1.78 g-atoms) in ethanol (1 l.), was added a solution of 2-ethoxybenzamidine fluorosulfonate (206.5 g., 0.78 mole) in ethanol (500 ml.). The resulting solution was cooled to 13° and then treated with a solution of diethyl ethoxymethylenemalonate (180 ml., 0.89 mole) in ethanol (400 ml.). The mixture was heated under reflux for 2.25 hours. The mixture was cooled to 10° and then poured into cold water (5 l.) with good stirring. I... The reactants are C(C)OC(COC1=C(C=C(C=C1)Cl)CC=1NC=CN1)=O (4-chloro-2-(1-imidazolylmethyl)phenoxyacetic acid ethyl ester). Run in O (water). Yields the product ClC1=CC(=C(OCC(=O)O)C=C1)CC=1NC=CN1 (4-chloro-2-(1-imidazolylmethyl)phenoxyacetic acid). As a reaction SMILES: C([O:3][C:4](=[O:20])[CH2:5][O:6][C:7]1[CH:12]=[CH:11][C:10]([Cl:13])=[CH:9][C:8]=1[CH2:14][C:15]1[NH:16][CH:17]=[CH:18][N:19]=1)C>O>[Cl:13][C:10]1[CH:11]=[CH:12][C:7]([O:6][CH2:5][C:4]([OH:20])=[O:3])=[C:8]([CH2:14][C:15]2[NH:19][CH:18]=[CH:17][N:16]=2)[CH:9]=1. Procedure details: Hydrolysis of 4-chloro-2-(1-imidazolylmethyl)phenoxyacetic acid ethyl ester by the method of Example 14 gave 4-chloro-2-(1-imidazolylmethyl)phenoxyacetic acid, m.p. 222°-224° C. (from water). Found: C, 53.95, H, 4.10, N, 10.52. C12H11ClN2O3 requires: C, 54.04, H, 4.16, N, 10.50%. Starting materials: COC(=O)C(C)(OCC(=O)c1cccc(Br)c1)C(F)(F)F, CCCCCCC, [Li]C, CCOCC, Cc1ccccc1. Yields the product COC(=O)C(C)(OCC(C)(O)c1cccc(Br)c1)C(F)(F)F. RXN SMILES: [CH3:1][O:2][C:3]([C:4]([C:5]([F:6])([F:7])[F:8])([CH3:9])[O:10][CH2:11][C:12](=[O:13])[c:14]1[cH:15][c:16]([Br:20])[cH:17][cH:18][cH:19]1)=[O:21].[CH3:22][CH2:23][CH2:24][CH2:25][CH2:26][CH2:27][CH3:28].[CH3:29][Li:30].[CH3:31][CH2:32][O:33][CH2:34][CH3:35].[CH3:36][c:37]1[cH:38][cH:39][cH:40][cH:41][cH:42]1>>[CH3:1][O:2][C:3]([C:4]([C:5]([F:6])([F:7])[F:8])([CH3:9])[O:10][CH2:11][C:12]([OH:13])([c:14]1[cH:15][c:16]([Br:20])[cH:17][cH:18][cH:19]1)[CH3:22])=[O:21].